describe an organic reaction: reactants, conditions, products, and yield From a dataset of the Open Reaction Database (ORD), a public repository of structured organic reaction records. Starting materials: CS(=O)c1ccc(OCCF)cc1, CC#N, O=C(OC(=O)C(F)(F)F)C(F)(F)F, O=C(OO)c1cccc(Cl)c1, Cc1cccc(C)n1. Product: FCCOc1ccc(S)cc1. As a reaction SMILES: [CH3:1][S:2](=[O:3])[c:4]1[cH:5][cH:6][c:7]([O:10][CH2:11][CH2:12][F:13])[cH:8][cH:9]1.[CH3:46][C:47]#[N:48].[F:33][C:34]([F:35])([F:36])[C:37]([O:38][C:39](=[O:40])[C:41]([F:42])([F:43])[F:44])=[O:45].[OH:14][O:15][C:16]([c:17]1[cH:18][c:19]([Cl:20])[cH:21][cH:22][cH:23]1)=[O:24].[n:25]1[c:26]([CH3:27])[cH:28][cH:29][cH:30][c:31]1[CH3:32]>>[SH:2][c:4]1[cH:5][cH:6][c:7]([O:10][CH2:11][CH2:12][F:13])[cH:8][cH:9]1. Reactants: [Al+3], [Cl-], [Cl-], [Cl-], ClCCl, O=C(Cl)Cc1ccccc1, CSc1ccccc1. Yields the product CSc1ccc(C(=O)Cc2ccccc2)cc1. As a reaction SMILES: [Al+3:10].[Cl-:11].[Cl-:12].[Cl-:9].[Cl:23][CH2:24][Cl:25].[c:13]1([CH2:19][C:20](=[O:21])[Cl:22])[cH:14][cH:15][cH:16][cH:17][cH:18]1.[c:1]1([S:7][CH3:8])[cH:2][cH:3][cH:4][cH:5][cH:6]1>>[c:1]1([S:7][CH3:8])[cH:2][cH:3][c:4]([C:20]([CH2:19][c:13]2[cH:14][cH:15][cH:16][cH:17][cH:18]2)=[O:21])[cH:5][cH:6]1. Starting materials: ClC1=NC=C(C(=N1)Cl)C(F)(F)F (2,4-dichloro-5-trifluoromethylpyrimidine), CN1C=NC=C1 (N-methylimidazole), NC1=C(C(=C(CP(OCC)(OCC)=O)C=C1)Cl)OC (diethyl 4-amino-2-chloro-3-methoxybenzylphosphonate). The reagents and catalysts are [Cl-].[Cl-].[Zn+2] (ZnCl2). Run in C(C)(C)(C)O (t-butanol), ClCCCl (DCE), C(C)(C)(C)O (t-butanol), ClCCCl (DCE). Reaction conditions: time 24 hour. Product: ClC1=C(CP(OCC)(OCC)=O)C=CC(=C1OC)NC1=NC=C(C(=N1)Cl)C(F)(F)F (Diethyl 2-chloro-4-(4-chloro-5-(trifluoromethyl)pyrimidin-2-ylamino)-3-methoxybenzylphosphonate). RXN SMILES: Cl[C:2]1[N:7]=[C:6]([Cl:8])[C:5]([C:9]([F:12])([F:11])[F:10])=[CH:4][N:3]=1.[NH2:13][C:14]1[CH:28]=[CH:27][C:17]([CH2:18][P:19](=[O:26])([O:23][CH2:24][CH3:25])[O:20][CH2:21][CH3:22])=[C:16]([Cl:29])[C:15]=1[O:30][CH3:31].CN1C=CN=C1>[Cl-].[Cl-].[Zn+2].C(O)(C)(C)C.ClCCCl>[Cl:29][C:16]1[C:15]([O:30][CH3:31])=[C:14]([NH:13][C:2]2[N:7]=[C:6]([Cl:8])[C:5]([C:9]([F:12])([F:11])[F:10])=[CH:4][N:3]=2)[CH:28]=[CH:27][C:17]=1[CH2:18][P:19](=[O:26])([O:23][CH2:24][CH3:25])[O:20][CH2:21][CH3:22] |f:3.4.5|. Procedure: To a solution of 2,4-dichloro-5-trifluoromethylpyrimidine (2.1 g, 9.77 mmol) in a 1:1 mixture of DCE and t-butanol (20 mL) was added ZnCl2 (1M, 10 mL) and stirred for half an hour at RT. After cooling at 0° C. diethyl 4-amino-2-chloro-3-methoxybenzylphosphonate (3 g, 9.77 mmol) in a 1:1 mixture of DCE and t-butanol (20 mL) was added followed by N-methylimidazole (800 mg, 9.75 mmol) drop wise while stirring was continued for 24 hrs. The solvents were removed under reduced pressure and the residue... Reactants: CCOC(C)=O, CC(=O)[O-], CCO, CNc1cc(Cl)c(OC)c(N)c1OC, O=CO, Cl, Cl, [NH4+], O. Yields the product CNc1ccc(OC)c(N)c1OC, Cl. As a reaction SMILES: [CH3:26][CH2:27][O:28][C:29](=[O:30])[CH3:31].[CH3:2][C:3](=[O:4])[O-:5].[CH3:32][CH2:33][OH:34].[CH3:7][NH:8][c:9]1[c:10]([O:19][CH3:20])[c:11]([NH2:18])[c:12]([O:16][CH3:17])[c:13]([Cl:15])[cH:14]1.[CH:21]([OH:22])=[O:23].[ClH:24].[ClH:6].[NH4+:1].[OH2:25]>>[CH3:7][NH:8][c:9]1[c:10]([O:19][CH3:20])[c:11]([NH2:18])[c:12]([O:16][CH3:17])[cH:13][cH:14]1.[ClH:15]. Starting materials: O=C1CN(CC(C1)=O)C(=O)OC(C)(C)C (tert-butyl 3,5-dioxopiperidine-1-carboxylate), COC(N(C)C)OC (1,1-dimethoxy-N,N-dimethylmethanamine). Run in C1(=CC=CC=C1)C (toluene). Reaction conditions: temperature 80 celsius, time 1 hour. Yields the product CN(C)C=C1C(CN(CC1=O)C(=O)OC(C)(C)C)=O (tert-butyl 4-((dimethylamino)methylene)-3,5-dioxopiperidine-1-carboxylate). The yield is 105.8%. Reaction SMILES: [O:1]=[C:2]1[CH2:7][C:6](=[O:8])[CH2:5][N:4]([C:9]([O:11][C:12]([CH3:15])([CH3:14])[CH3:13])=[O:10])[CH2:3]1.CO[CH:18](OC)[N:19]([CH3:21])[CH3:20]>C1(C)C=CC=CC=1>[CH3:18][N:19]([CH:21]=[C:7]1[C:6](=[O:8])[CH2:5][N:4]([C:9]([O:11][C:12]([CH3:15])([CH3:14])[CH3:13])=[O:10])[CH2:3][C:2]1=[O:1])[CH3:20]. Reported procedure: To a solution of 122 (12.39 g, 58.11 mmol) in toluene (120 mL) was added 1,1-dimethoxy-N,N-dimethylmethanamine (11.62 mL, 87.16 mmol) and the reaction was heated to 80° C. for 30 min then at 50° C. for 1 h. The reaction was concentrated to afford 16.5 g (105%) of crude tert-butyl 4-((dimethylamino)methylene)-3,5-dioxopiperidine-1-carboxylate (124) which was used without additional purification.